This data is from the Open Reaction Database (ORD), a public repository of structured organic reaction records. The task is: describe an organic reaction: reactants, conditions, products, and yield The product is NC1=C(C(=NC(=C1F)C1=C(C(=C(C=C1)Cl)OCC)F)C(=O)OCC1=CC=CC=C1)Cl (benzyl 4-amino-3-chloro-6-(4-chloro-3-ethoxy-2-fluorophenyl)-5-fluoropicolinate), NC1=C(C(=NC(=C1F)C1=C(C(=C(C=C1)Cl)OCC)F)C(=O)O)Cl (4-amino-3-chloro-6-(4-chloro-3-ethoxy-2-fluorophenyl)-5-fluoropicolinic acid). As a reaction SMILES: [NH2:1][C:2]1[C:7]([F:8])=[C:6]([C:9]2[CH:14]=[CH:13][C:12]([Cl:15])=[C:11]([O:16][CH2:17][CH3:18])[C:10]=2[F:19])[N:5]=[C:4]([C:20]([OH:22])=[O:21])[C:3]=1[Cl:23].[OH-].[Na+].[NH2:26][C:27]1[C:32]([F:33])=[C:31]([C:34]2[CH:39]=[CH:38][C:37]([Cl:40])=[C:36]([O:41][CH2:42][CH3:43])[C:35]=2[F:44])[N:30]=[C:29]([C:45]([O:47]C)=[O:46])[C:28]=1[Cl:49].Cl>CO>[NH2:1][C:2]1[C:7]([F:8])=[C:6]([C:9]2[CH:14]=[CH:13][C:12]([Cl:15])=[C:11]([O:16][CH2:17][CH3:18])[C:10]=2[F:19])[N:5]=[C:4]([C:20]([O:22][CH2:31][C:34]2[CH:39]=[CH:38][CH:37]=[CH:36][CH:35]=2)=[O:21])[C:3]=1[Cl:23].[NH2:26][C:27]1[C:32]([F:33])=[C:31]([C:34]2[CH:39]=[CH:38][C:37]([Cl:40])=[C:36]([O:41][CH2:42][CH3:43])[C:35]=2[F:44])[N:30]=[C:29]([C:45]([OH:47])=[O:46])[C:28]=1[Cl:49] |f:1.2|. Starting materials: solution, [OH-].[Na+] (NaOH), NC1=C(C(=NC(=C1F)C1=C(C(=C(C=C1)Cl)OCC)F)C(=O)OC)Cl (methyl 4-amino-3-chloro-6-(4-chloro-3-ethoxy-2-fluorophenyl)-5-fluoropicolinate), NC1=C(C(=NC(=C1F)C1=C(C(=C(C=C1)Cl)OCC)F)C(=O)O)Cl (4-Amino-3-chloro-6-(4-chloro-3-ethoxy-2-fluorophenyl)-5-fluoropicolinic acid), Cl (HCl). Solvent: CO (methyl alcohol). Yield: 88.0%. Conditions: temperature 23 celsius, time 4 hour. Procedure details: 4-Amino-3-chloro-6-(4-chloro-3-ethoxy-2-fluorophenyl)-5-fluoropicolinic acid. A 2 M solution of aqueous NaOH (900 μL, 1.8 mmol, 4.0 equiv) was added to a stirred suspension of methyl 4-amino-3-chloro-6-(4-chloro-3-ethoxy-2-fluorophenyl)-5-fluoropicolinate (170 mg, 0.45 mmol, 1.0 equiv) in methyl alcohol (3.0 mL) at 23° C. The resulting heterogeneous white mixture was stirred at 23° C. for 4 h. The reaction mixture was adjusted to approximately pH=4 via dropwise addition of concentrated HCl and t... Reactants: COC1=CC2=C(C(NS2(=O)=O)=O)C=C1 (6-methoxy-1,1-dioxo-1,2-dihydro-benzo[d]isothiazol-3-one), [H-].[Na+] (NaH), ClCC(C)=O (chloroacetone). The solvent is CN(C=O)C (dimethylformamide). Reaction conditions: time 30 minute. The product is COC1=CC2=C(C(N(S2(=O)=O)CC(C)=O)=O)C=C1 (6-Methoxy-2-(2-oxopropyl)-1,2-benzisothiazol-3(2H)-one 1,1-dioxide). As a reaction SMILES: [CH3:1][O:2][C:3]1[CH:14]=[CH:13][C:6]2[C:7](=[O:12])[NH:8][S:9](=[O:11])(=[O:10])[C:5]=2[CH:4]=1.[H-].[Na+].Cl[CH2:18][C:19](=[O:21])[CH3:20]>CN(C)C=O>[CH3:1][O:2][C:3]1[CH:14]=[CH:13][C:6]2[C:7](=[O:12])[N:8]([CH2:18][C:19](=[O:21])[CH3:20])[S:9](=[O:11])(=[O:10])[C:5]=2[CH:4]=1 |f:1.2|. Procedure: 360 mg of 6-methoxy-1,1-dioxo-1,2-dihydro-benzo[d]isothiazol-3-one are added in small portions to a suspension of 72 mg of 60% NaH in mineral oil in 1.6 ml of anhydrous dimethylformamide. After stirring for 30 min. at ambient temperature, the reaction mixture becomes homogeneous and 162 μl of chloroacetone are added thereto. The reaction mixture is heated at 110° C. for 30 min. It is allowed to return to ambient temperature, and then the mixture is precipitated by addition of water. The precipit... Starting materials: CCC(NC(=O)OC(C)(C)C)C(=O)N(C)OC, [Cl-], [NH4+], C1CCOC1. The product is CCC(NC(=O)OC(C)(C)C)C(=O)C1CC1. RXN SMILES: [CH3:1][O:2][N:3]([C:4](=[O:5])[CH:6]([CH2:7][CH3:8])[NH:9][C:10]([O:11][C:12]([CH3:13])([CH3:14])[CH3:15])=[O:16])[CH3:17].[Cl-:18].[NH4+:19].[O:20]1[CH2:21][CH2:22][CH2:23][CH2:24]1>>[C:4](=[O:5])([CH:6]([CH2:7][CH3:8])[NH:9][C:10]([O:11][C:12]([CH3:13])([CH3:14])[CH3:15])=[O:16])[CH:22]1[CH2:23][CH2:24]1. Starting materials: O=C(O)c1c(-c2ccccc2)c2cc(F)ccc2c(=O)n1Cc1ccccc1, C[O-], CO, Cl, [Na+], O. Yields the product COc1ccc2c(=O)n(Cc3ccccc3)c(C(=O)O)c(-c3ccccc3)c2c1. As a reaction SMILES: [CH2:4]([c:5]1[cH:6][cH:7][cH:8][cH:9][cH:10]1)[n:11]1[c:12](=[O:31])[c:13]2[cH:14][cH:15][c:16]([F:30])[cH:17][c:18]2[c:19](-[c:24]2[cH:25][cH:26][cH:27][cH:28][cH:29]2)[c:20]1[C:21](=[O:22])[OH:23].[CH3:1][O-:2].[CH3:34][OH:35].[ClH:33].[Na+:3].[OH2:32]>>[CH3:1][O:2][c:16]1[cH:15][cH:14][c:13]2[c:12](=[O:31])[n:11]([CH2:4][c:5]3[cH:6][cH:7][cH:8][cH:9][cH:10]3)[c:20]([C:21](=[O:22])[OH:23])[c:19](-[c:24]3[cH:25][cH:26][cH:27][cH:28][cH:29]3)[c:18]2[cH:17]1. Reactants: BrCCOc1ccc2nonc2c1, CN, CCO. Product: Br, CNCCOc1ccc2nonc2c1. As a reaction SMILES: [Br:1][CH2:2][CH2:3][O:4][c:5]1[cH:6][cH:7][c:8]2[c:9]([n:10][o:11][n:12]2)[cH:13]1.[CH3:14][NH2:15].[CH3:16][CH2:17][OH:18]>>[BrH:1].[CH2:2]([CH2:3][O:4][c:5]1[cH:6][cH:7][c:8]2[c:9]([n:10][o:11][n:12]2)[cH:13]1)[NH:15][CH3:14]. The reactants are C(C(=O)Cl)(=O)Cl (oxalyl chloride), C(C)(C)N(CC)C(C)C (diisopropylethylamine), [Si](C)(C)(C(C)(C)C)O[C@@H]1CC[C@@H](N(C1)C(=O)OC(C)(C)C)CO (tert-butyl (2R,5R)-5-{[tert-butyl(dimethyl)silyl]oxy}-2-(hydroxymethyl)piperidine-1-carboxylate), [Si](C)(C)(C(C)(C)C)O[C@@H]1CC[C@@H](N(C1)C(=O)OC(C)(C)C)CO (tert-butyl (2R,5R)-5-{[tert-butyl(dimethyl)silyl]oxy}-2-(hydroxymethyl)piperidine-1-carboxylate), CS(=O)C (dimethylsulfoxide). Run in C(C)(=O)OCC (ethyl acetate), C(Cl)Cl (methylene chloride), C(Cl)Cl (methylene chloride), C(Cl)Cl (methylene chloride). Reaction conditions: time 10 minute. Product: [Si](C)(C)(C(C)(C)C)O[C@@H]1CC[C@@H](N(C1)C(=O)OC(C)(C)C)C=O (tert-Butyl (2R,5R)-5-{[tert-butyl(dimethyl)silyl]oxy}-2-formylpiperidine-1-carboxylate). Isolated yield 90.5%. RXN SMILES: C(Cl)(=O)C(Cl)=O.CS(C)=O.[Si:11]([O:18][C@H:19]1[CH2:24][N:23]([C:25]([O:27][C:28]([CH3:31])([CH3:30])[CH3:29])=[O:26])[C@@H:22]([CH2:32][OH:33])[CH2:21][CH2:20]1)([C:14]([CH3:17])([CH3:16])[CH3:15])([CH3:13])[CH3:12].C(N(C(C)C)CC)(C)C>C(Cl)Cl.C(OCC)(=O)C>[Si:11]([O:18][C@H:19]1[CH2:24][N:23]([C:25]([O:27][C:28]([CH3:31])([CH3:30])[CH3:29])=[O:26])[C@@H:22]([CH:32]=[O:33])[CH2:21][CH2:20]1)([C:14]([CH3:17])([CH3:16])[CH3:15])([CH3:13])[CH3:12]. Procedure details: To a solution of oxalyl chloride (2.4 mL) in methylene chloride (75 mL) at −78° C. was slowly added dimethylsulfoxide (3 mL) in methylene chloride (25 mL). After 10 minutes, a solution of tert-butyl (2R,5R)-5-{[tert-butyl(dimethyl)silyl]oxy}-2-(hydroxymethyl)piperidine-1-carboxylate (Intermediate 190, 7.60 g) in methylene chloride (40 mL) was slowly added. After 30 minutes at −78° C., diisopropylethylamine (10 mL) was added and the reaction warmed to room temperature. The reaction was diluted wi... Starting materials: O=[N+]([O-])c1cc2c(c([N+](=O)[O-])c1)OCC2, NCCO, O. The product is O=[N+]([O-])c1cc(CCO)c(NCCO)c([N+](=O)[O-])c1. As a reaction SMILES: [N+:1](=[O:2])([O-:3])[c:4]1[cH:5][c:6]([N+:13](=[O:14])[O-:15])[c:7]2[c:8]([cH:12]1)[CH2:9][CH2:10][O:11]2.[NH2:16][CH2:17][CH2:18][OH:19].[OH2:20]>>[N+:1](=[O:2])([O-:3])[c:4]1[cH:5][c:6]([N+:13](=[O:14])[O-:15])[c:7]([NH:16][CH2:17][CH2:18][OH:19])[c:8]([CH2:9][CH2:10][OH:11])[cH:12]1. The reactants are C(CCCCC)SC1=C(N(C=N1)COCC[Si](C)(C)C)C=1C=NC=CC1 (3-[5-hexylsulfanyl-3-(2-trimethylsilanyl-ethoxymethyl)-3H-imidazol-4-yl]-pyridine), CCCC[N+](CCCC)(CCCC)CCCC.[F-] (TBAF). The solvent is C1CCOC1 (THF). The product is C(CCCCC)SC1=C(NC=N1)C=1C=NC=CC1 (3-(5-hexylsulfanyl-3H-imidazol-4-yl)-pyridine). Reaction SMILES: [CH2:1]([S:7][C:8]1[N:12]=[CH:11][N:10](COCC[Si](C)(C)C)[C:9]=1[C:21]1[CH:22]=[N:23][CH:24]=[CH:25][CH:26]=1)[CH2:2][CH2:3][CH2:4][CH2:5][CH3:6].CCCC[N+](CCCC)(CCCC)CCCC.[F-]>C1COCC1>[CH2:1]([S:7][C:8]1[N:12]=[CH:11][NH:10][C:9]=1[C:21]1[CH:22]=[N:23][CH:24]=[CH:25][CH:26]=1)[CH2:2][CH2:3][CH2:4][CH2:5][CH3:6] |f:1.2|. Reported procedure: To a solution of anhydrous THF (30 ml) containing 74B (0.29 g, 0.74 mmol) were added 2.2 ml (3 eq) of TBAF (1.0 M in THF) under N2. After the addition, the resulting solution was refluxed for 18 hours and subsequently concentrated in vacuo. Ethyl acetate was added and the organic layer was washed with a concentrated NaHCO3 solution, dried (Na2SO4), filtered and concentrated in vacuo. The resulting residue was purified by flash chromatography (ethyl acetate) to afford 3-(5-hexylsulfanyl-3H-imidaz... Starting materials: BrC1=CC=C(C=C1)S(=O)(=O)OCCCOC1=C(C=C(C=C1)CNC(=NC(=O)OC(C)(C)C)NC(=O)OC(C)(C)C)Br (3-(4-((2,3-bis(tert-butoxycarbonyl)guanidino)methyl)-2-bromophenoxy)propyl 4-bromobenzenesulfonate), FC(C(=O)O)(F)F (Trifluoroacetic acid). Solvent: C(Cl)Cl (CH2Cl2). Run at time 4 hour. The product is FC(C(=O)O)(F)F.BrC1=CC=C(C=C1)S(=O)(=O)OCCCOC1=C(C=C(C=C1)CNC(=N)N)Br (3-(2-Bromo-4-(guanidinomethyl)phenoxy)propyl 4-bromobenzenesulfonate, trifluoroacetate salt). Reaction SMILES: [Br:1][C:2]1[CH:7]=[CH:6][C:5]([S:8]([O:11][CH2:12][CH2:13][CH2:14][O:15][C:16]2[CH:21]=[CH:20][C:19]([CH2:22][NH:23][C:24]([NH:33]C(OC(C)(C)C)=O)=[N:25]C(OC(C)(C)C)=O)=[CH:18][C:17]=2[Br:41])(=[O:10])=[O:9])=[CH:4][CH:3]=1.[F:42][C:43]([F:48])([F:47])[C:44]([OH:46])=[O:45]>C(Cl)Cl>[F:42][C:43]([F:48])([F:47])[C:44]([OH:46])=[O:45].[Br:1][C:2]1[CH:7]=[CH:6][C:5]([S:8]([O:11][CH2:12][CH2:13][CH2:14][O:15][C:16]2[CH:21]=[CH:20][C:19]([CH2:22][NH:23][C:24]([NH2:33])=[NH:25])=[CH:18][C:17]=2[Br:41])(=[O:10])=[O:9])=[CH:4][CH:3]=1 |f:3.4|. Procedure details: A 25 mL round bottom flask was charged with Compound 4 (3.00 g, 4.15 mmol) then CH2Cl2 (6 mL), and the resulting suspension stirred until complete dissolution was observed. Trifluoroacetic acid (6 mL, 78.3 mmol) was then added and the mixture stirred an additional 4 h. All volatiles were then removed, and the residue treated with EtOAc (20 mL). The resulting mixture was stirred at room temperature for 3 h, during which time a white solid precipitated. The solids were collected on a sintered glas... Reactants: CCCc1nc(C)n(-c2ccc3c(c2)C(O[Si](C(C)C)(C(C)C)C(C)C)CC(C)(C)O3)c(=O)c1Cc1ccc(-c2ccccc2-c2noc(=O)[nH]2)cc1, CCCC[N+](CCCC)(CCCC)CCCC, CCOC(C)=O, [F-], C1CCOC1. Product: CCCc1nc(C)n(-c2ccc3c(c2)C(O)CC(C)(C)O3)c(=O)c1Cc1ccc(-c2ccccc2-c2noc(=O)[nH]2)cc1. Reaction SMILES: [CH3:1][C:2]1([CH3:53])[O:3][c:4]2[cH:5][cH:6][c:7](-[n:23]3[c:24]([CH3:52])[n:25][c:26]([CH2:49][CH2:50][CH3:51])[c:27]([CH2:30][c:31]4[cH:32][cH:33][c:34](-[c:37]5[c:38](-[c:43]6[n:44][o:45][c:46](=[O:48])[nH:47]6)[cH:39][cH:40][cH:41][cH:42]5)[cH:35][cH:36]4)[c:28]3=[O:29])[cH:8][c:9]2[CH:10]([O:12][Si:13]([CH:14]([CH3:15])[CH3:16])([CH:17]([CH3:18])[CH3:19])[CH:20]([CH3:21])[CH3:22])[CH2:11]1.[CH3:55][CH2:56][CH2:57][CH2:58][N+:59]([CH2:60][CH2:61][CH2:62][CH3:63])([CH2:64][CH2:65][CH2:66][CH3:67])[CH2:68][CH2:69][CH2:70][CH3:71].[CH3:77][CH2:78][O:79][C:80](=[O:81])[CH3:82].[F-:54].[O:72]1[CH2:73][CH2:74][CH2:75][CH2:76]1>>[CH3:1][C:2]1([CH3:53])[O:3][c:4]2[cH:5][cH:6][c:7](-[n:23]3[c:24]([CH3:52])[n:25][c:26]([CH2:49][CH2:50][CH3:51])[c:27]([CH2:30][c:31]4[cH:32][cH:33][c:34](-[c:37]5[c:38](-[c:43]6[n:44][o:45][c:46](=[O:48])[nH:47]6)[cH:39][cH:40][cH:41][cH:42]5)[cH:35][cH:36]4)[c:28]3=[O:29])[cH:8][c:9]2[CH:10]([OH:12])[CH2:11]1.